Dataset: the Open Reaction Database (ORD), a public repository of structured organic reaction records. Task: describe an organic reaction: reactants, conditions, products, and yield Reactants: ClC(C(=O)OCC)=O (ethyl chlorooxoacetate), ClC1=CC=C2C=C(N(C2=C1)C)C(=O)OCC (ethyl 6-chloro-1-methyl-1H-indole-2-carboxylate). The reagents and catalysts are [Ti](Cl)(Cl)(Cl)Cl (titanium tetrachloride). Run in ClCCCl (1,2-dichloroethane). Run at temperature 0 celsius, time 30 minute. Yields the product ClC1=CC=C2C(=C(N(C2=C1)C)C(=O)OCC)C(C(=O)OCC)=O (Ethyl 6-chloro-2-(ethoxycarbonyl)-1-methyl-α-oxo-1H-indole-3-acetate). The yield is 83.3%. Reaction SMILES: Cl[C:2](=[O:8])[C:3]([O:5][CH2:6][CH3:7])=[O:4].[Cl:9][C:10]1[CH:18]=[C:17]2[C:13]([CH:14]=[C:15]([C:20]([O:22][CH2:23][CH3:24])=[O:21])[N:16]2[CH3:19])=[CH:12][CH:11]=1>ClCCCl.[Ti](Cl)(Cl)(Cl)Cl>[Cl:9][C:10]1[CH:18]=[C:17]2[C:13]([C:14]([C:2](=[O:8])[C:3]([O:5][CH2:6][CH3:7])=[O:4])=[C:15]([C:20]([O:22][CH2:23][CH3:24])=[O:21])[N:16]2[CH3:19])=[CH:12][CH:11]=1. Reported procedure: A solution of 7.1 ml (63.6 mmol) of ethyl chlorooxoacetate in 100 ml of 1,2-dichloroethane is cooled to 0° C. 7.0 ml (63.6 mmol) of titanium tetrachloride are added in small portions and the mixture is stirred for 30 min at 0° C. A solution of 7.4 g (35.3 mmol) of ethyl 6-chloro-1-methyl-1H-indole-2-carboxylate is added and the mixture is stirred for 3 h at room temperature. The mixture is poured onto water and the organic phase is separated by settling, washed with dilute sodium hydroxide solut... Starting materials: CO, O=[N+]([O-])c1ccc(OC2CN3CCC2CC3)cc1. The product is Nc1ccc(OC2CN3CCC2CC3)cc1. Reaction SMILES: [CH3:19][OH:20].[N+:1]([O-:2])(=[O:3])[c:4]1[cH:5][cH:6][c:7]([O:8][CH:9]2[CH2:10][N:11]3[CH2:12][CH2:13][CH:14]2[CH2:15][CH2:16]3)[cH:17][cH:18]1>>[NH2:1][c:4]1[cH:5][cH:6][c:7]([O:8][CH:9]2[CH2:10][N:11]3[CH2:12][CH2:13][CH:14]2[CH2:15][CH2:16]3)[cH:17][cH:18]1. The reactants are P(Cl)(Cl)(Cl)(Cl)Cl (Phosphorus pentachloride), C(C#C)O\N=C(/C(=O)O)\C=1N=C(SC1)NC(C1=CC=CC=C1)(C1=CC=CC=C1)C1=CC=CC=C1 ((Z)-2-propargyloxyimino-2-(2-tritylaminothiazol-4-yl)acetic acid), NC1[C@@H]2N(C(=C(CS2)CCl)C(=O)OC(C2=CC=CC=C2)C2=CC=CC=C2)C1=O (Benzhydryl 7-Amino-3-chloromethyl-3-cephem-4-carboxylate), C/C(=N\[Si](C)(C)C)/O[Si](C)(C)C (N,O-bis(trimethylsilyl)acetamide), ice, C(=O)(O)[O-].[Na+] (NaHCO3). The solvent is ClCCl (dichloromethane), ClCCl (dichloromethane). Run at time 1 hour. Yields the product ClCC=1CS[C@H]2N(C1C(=O)OC(C1=CC=CC=C1)C1=CC=CC=C1)C(C2NC(\C(\C=2N=C(SC2)NC(C2=CC=CC=C2)(C2=CC=CC=C2)C2=CC=CC=C2)=N/OCC#C)=O)=O (Diphenylmethyl 3-chloromethyl-7-[(Z)-2-propargyloxyimino-2-(2-tritylaminothiazol-4-yl)acetamido]-3-cephem-4-carboxylate). RXN SMILES: P(Cl)(Cl)(Cl)(Cl)Cl.[CH2:7]([O:10]/[N:11]=[C:12](/[C:16]1[N:17]=[C:18]([NH:21][C:22]([C:35]2[CH:40]=[CH:39][CH:38]=[CH:37][CH:36]=2)([C:29]2[CH:34]=[CH:33][CH:32]=[CH:31][CH:30]=2)[C:23]2[CH:28]=[CH:27][CH:26]=[CH:25][CH:24]=2)[S:19][CH:20]=1)\[C:13]([OH:15])=O)[C:8]#[CH:9].[NH2:41][CH:42]1[C:67](=[O:68])[N:44]2[C:45]([C:51]([O:53][CH:54]([C:61]3[CH:66]=[CH:65][CH:64]=[CH:63][CH:62]=3)[C:55]3[CH:60]=[CH:59][CH:58]=[CH:57][CH:56]=3)=[O:52])=[C:46]([CH2:49][Cl:50])[CH2:47][S:48][C@H:43]12.C/C(/O[Si](C)(C)C)=N\[Si](C)(C)C.C([O-])(O)=O.[Na+]>ClCCl>[Cl:50][CH2:49][C:46]1[CH2:47][S:48][C@@H:43]2[CH:42]([NH:41][C:13](=[O:15])/[C:12](=[N:11]\[O:10][CH2:7][C:8]#[CH:9])/[C:16]3[N:17]=[C:18]([NH:21][C:22]([C:29]4[CH:34]=[CH:33][CH:32]=[CH:31][CH:30]=4)([C:23]4[CH:28]=[CH:27][CH:26]=[CH:25][CH:24]=4)[C:35]4[CH:36]=[CH:37][CH:38]=[CH:39][CH:40]=4)[S:19][CH:20]=3)[C:67](=[O:68])[N:44]2[C:45]=1[C:51]([O:53][CH:54]([C:61]1[CH:62]=[CH:63][CH:64]=[CH:65][CH:66]=1)[C:55]1[CH:60]=[CH:59][CH:58]=[CH:57][CH:56]=1)=[O:52] |f:4.5|. Reported procedure: Phosphorus pentachloride (910 mg) was added to a solution of (Z)-2-propargyloxyimino-2-(2-tritylaminothiazol-4-yl)acetic acid (IV-f) (1.7 g, 3.6 mmoles) in dichloromethane (30 ml). After stirring for 1 hour at room temperature, the mixture was added in one portion to an ice-cooled solution of (V) (1.98 g, 4.4 mmoles) and N,O-bis(trimethylsilyl)acetamide (1.5 ml) in dichloromethane (30 ml). After stirring for 1 hour, the reaction mixture was poured into 10% aqueous NaHCO3 (300 ml) and extracted w... The reactants are ClC(Cl)Cl, Clc1ccc2nc(-c3ccccc3)cn2n1, ClI, [Na+], [Na+], O=S([O-])([O-])=S. Yields the product Clc1ccc2nc(-c3ccccc3)c(I)n2n1. As a reaction SMILES: [CH:26]([Cl:27])([Cl:28])[Cl:29].[Cl:1][c:2]1[cH:3][cH:4][c:5]2[n:6]([n:7]1)[cH:8][c:9](-[c:11]1[cH:12][cH:13][cH:14][cH:15][cH:16]1)[n:10]2.[I:17][Cl:18].[Na+:24].[Na+:25].[S:19]([O-:20])([O-:21])(=[O:22])=[S:23]>>[Cl:1][c:2]1[cH:3][cH:4][c:5]2[n:6]([n:7]1)[c:8]([I:17])[c:9](-[c:11]1[cH:12][cH:13][cH:14][cH:15][cH:16]1)[n:10]2. Reactants: CN(Cc1ccccn1)C(=O)c1noc(C(CCCC2CCCCC2)CC(=O)OC(C)(C)C)n1, ClCCl, O=C(O)C(F)(F)F. Product: CN(Cc1ccccn1)C(=O)c1noc(C(CCCC2CCCCC2)CC(=O)O)n1. RXN SMILES: [CH:1]1([CH2:7][CH2:8][CH2:9][CH:10]([CH2:11][C:12](=[O:13])[O:14][C:15]([CH3:16])([CH3:17])[CH3:18])[c:19]2[n:20][c:21]([C:24](=[O:25])[N:26]([CH2:27][c:28]3[n:29][cH:30][cH:31][cH:32][cH:33]3)[CH3:34])[n:22][o:23]2)[CH2:2][CH2:3][CH2:4][CH2:5][CH2:6]1.[Cl:42][CH2:43][Cl:44].[OH:35][C:36]([C:37]([F:38])([F:39])[F:40])=[O:41]>>[CH:1]1([CH2:7][CH2:8][CH2:9][CH:10]([CH2:11][C:12](=[O:13])[OH:14])[c:19]2[n:20][c:21]([C:24](=[O:25])[N:26]([CH2:27][c:28]3[n:29][cH:30][cH:31][cH:32][cH:33]3)[CH3:34])[n:22][o:23]2)[CH2:2][CH2:3][CH2:4][CH2:5][CH2:6]1. The reactants are Cl (hydrochloric acid), CNC=1SC(=C(N1)C=O)C1=CC=NC=C1 (2-methylamino-4-formyl-5-(4-pyridyl)thiazole), O1CCCC1 (tetrahydrofuran), resultant solution, O (water). Conditions: time 2.5 hour. Yields the product CNC=1SC(=C(N1)C=CC(=O)OC)C1=CC=NC=C1 (methyl 2-methylamino-5-(4-pyridyl)-4-thiazoleacrylate). As a reaction SMILES: [CH3:1][NH:2][C:3]1[S:4][C:5]([C:10]2[CH:15]=[CH:14][N:13]=[CH:12][CH:11]=2)=[C:6]([CH:8]=O)[N:7]=1.[OH2:16].Cl.[O:18]1[CH2:22]C[CH2:20][CH2:19]1>>[CH3:1][NH:2][C:3]1[S:4][C:5]([C:10]2[CH:15]=[CH:14][N:13]=[CH:12][CH:11]=2)=[C:6]([CH:8]=[CH:20][C:19]([O:18][CH3:22])=[O:16])[N:7]=1. Reported procedure: A mixture of 2-methylamino-4-formyl-5-(4-pyridyl)thiazole (1.1 g) and triphenylphosphinecarbomethoxymethylene (3.34 g) in tetrahydrofuran (80 ml) was stirred at 40° to 45° C. for 2.5 hours. The reaction mixture was poured into water and the resultant solution was acidified to pH 1.0 with 10% hydrochloric acid. The acidified solution was washed with ethyl acetate. The aqueous solution was adjusted to pH 7.0 with 20% aqueous potassium carbonate and extracted with ethyl acetate. The organic extract... Reactants: C1(=CC=CC=C1)O (phenol), NC1=CC=CC2=CC=CC(=C12)N (1,8-diaminonaphthalene), C1=CC2=C3C(=C1)C(=O)OC(=O)C3=CC=C2 (1,8-naphthalic acid anhydride). Procedure details: 250 g of phenol are melted at about 60° C. 47.4 g of 1,8-diaminonaphthalene and 59.4 g of 1,8-naphthalic acid anhydride are introduced, while passing over nitrogen, and the mixture is heated to 150° C. in the course of 1 hour and kept at this temperature for 2 hours. The reaction mixture is cooled to 80° C., 120 ml of methanol are added at a temperature of 80° to 65° C. in the course of 30 minutes, and the mixture is cooled to room temperature and filtered with suction. After the residue has bee... Reaction SMILES: C1(O)C=CC=CC=1.[NH2:8][C:9]1[C:18]2[C:13](=[CH:14][CH:15]=[CH:16][C:17]=2[NH2:19])[CH:12]=[CH:11][CH:10]=1.[CH:20]1[CH:25]=[C:24]2[C:26](O[C:29]([C:31]3=[CH:32][CH:33]=[CH:34][C:22](=[C:23]23)[CH:21]=1)=O)=[O:27]>CO>[CH:16]1[C:17]2=[C:18]3[C:13]([CH:12]=[CH:11][CH:10]=[C:9]3[N:8]=[C:29]3[C:31]4[CH:32]=[CH:33][CH:34]=[C:22]5[CH:21]=[CH:20][CH:25]=[C:24]([C:23]=45)[C:26](=[O:27])[N:19]32)=[CH:14][CH:15]=1. The product is C1=CC=C2C=CC=C3N=C4N(C1=C32)C(C=3C=2C(=CC=CC24)C=CC3)=O (Benz[4,5]isoquino[2,1-α]perimidin-14-one). Reaction conditions: temperature 150 celsius, time 2 hour. Solvent: CO (methanol). Starting materials: M-indole, C1=CC=CC2=NC=C3C=CC=CC3=C12 (phenanthridine), C(C(C)C)(=O)Cl (isobutyryl chloride), N1C=CC2=CC=CC=C12 (indole). Yields the product N1C=C(C2=CC=CC=C12)C1N(C=2C=CC=CC2C2=CC=CC=C12)C(C(C)C)=O (1-[6-(1H-Indol-3-yl)-6H-phenanthridin-5-yl]-2-methyl-propan-1-one). RXN SMILES: [CH:1]1[C:14]2[C:5](=[N:6][CH:7]=[C:8]3[C:13]=2[CH:12]=[CH:11][CH:10]=[CH:9]3)[CH:4]=[CH:3][CH:2]=1.[C:15](Cl)(=[O:19])[CH:16]([CH3:18])[CH3:17].[NH:21]1[C:29]2[C:24](=[CH:25][CH:26]=[CH:27][CH:28]=2)[CH:23]=[CH:22]1>>[NH:21]1[C:29]2[C:24](=[CH:25][CH:26]=[CH:27][CH:28]=2)[C:23]([CH:7]2[C:8]3[C:13](=[CH:12][CH:11]=[CH:10][CH:9]=3)[C:14]3[CH:1]=[CH:2][CH:3]=[CH:4][C:5]=3[N:6]2[C:15](=[O:19])[CH:16]([CH3:18])[CH3:17])=[CH:22]1. Reported procedure: 1-[6-(1H-Indol-3-yl)-6H-phenanthridin-5-yl]-2-methyl-propan-1-one was prepared from phenanthridine, isobutyryl chloride, and indole according to GP 2. Yield, 18%. (+)-ESI-MS: m/z=367 [M+H]+, 250 [M-indole+H]+, 180. Reactants: COCCSC1=CC=C(C=C1)B(O)O ((4-{[2-(methoxy)ethyl]thio}phenyl)boronic acid), BrC1=CC=C(C=N1)OCC1CCN(CC1)C(=O)OC(C)C (1-Methylethyl 4-{[(6-bromo-3-pyridinyl)oxy]methyl}-1-piperidinecarboxylate), C(=O)([O-])[O-].[Na+].[Na+] (Na2CO3). The reagents and catalysts are Cl[Pd]([P](C1=CC=CC=C1)(C2=CC=CC=C2)C3=CC=CC=C3)([P](C4=CC=CC=C4)(C5=CC=CC=C5)C6=CC=CC=C6)Cl (PdCl2(PPh3)2). Run in COCCOC (DME). The product is COCCSC1=CC=C(C=C1)C1=CC=C(C=N1)OCC1CCN(CC1)C(=O)OC(C)C (1-Methylethyl 4-({[6-(4-{[2-(methoxy)ethyl]thio}phenyl)-3-pyridinyl]oxy}methyl)-1-piperidinecarboxylate). Isolated yield 61.1%. RXN SMILES: [CH3:1][O:2][CH2:3][CH2:4][S:5][C:6]1[CH:11]=[CH:10][C:9](B(O)O)=[CH:8][CH:7]=1.Br[C:16]1[N:21]=[CH:20][C:19]([O:22][CH2:23][CH:24]2[CH2:29][CH2:28][N:27]([C:30]([O:32][CH:33]([CH3:35])[CH3:34])=[O:31])[CH2:26][CH2:25]2)=[CH:18][CH:17]=1.C([O-])([O-])=O.[Na+].[Na+]>COCCOC.Cl[Pd](Cl)([P](C1C=CC=CC=1)(C1C=CC=CC=1)C1C=CC=CC=1)[P](C1C=CC=CC=1)(C1C=CC=CC=1)C1C=CC=CC=1>[CH3:1][O:2][CH2:3][CH2:4][S:5][C:6]1[CH:11]=[CH:10][C:9]([C:16]2[N:21]=[CH:20][C:19]([O:22][CH2:23][CH:24]3[CH2:25][CH2:26][N:27]([C:30]([O:32][CH:33]([CH3:35])[CH3:34])=[O:31])[CH2:28][CH2:29]3)=[CH:18][CH:17]=2)=[CH:8][CH:7]=1 |f:2.3.4,^1:50,69|. Procedure: 1-Methylethyl 4-({[6-(4-{[2-(methoxy)ethyl]thio}phenyl)-3-pyridinyl]oxy}methyl)-1-piperidinecarboxylate (0.19 g, 61%) was prepared as a light yellow solid from (4-{[2-(methoxy)ethyl]thio}phenyl)boronic acid (0.23 g, 75% pure, 0.80 mmol), 1-methylethyl 4-{[(6-bromo-3-pyridinyl)oxy]methyl}-1-piperidinecarboxylate (from Step 1, 0.25 g, 0.70 mmol), 2M Na2CO3 (2 mL) and PdCl2(PPh3)2 (50 mg, 0.07 mmol) in DME (3 mL) in a manner similar to Example 21, Step 3. 1H NMR (400 MHz, CDCl3): δ 8.34 (d, 1H, J=2... The reactants are C(C)(=O)NC=1C=CC=2N3C(C=C(C13)C(=O)OC)=C(C2CC)C2=CC=C(C=C2)OCC2=CC=CC=C2 (methyl 7-acetylamino-3-(4-benzyloxyphenyl)-4-ethylpyrrolo[2,1,5-cd]indolizine-1-carboxylate), [OH-].[K+] (potassium hydroxide). Run in CO (methanol). The product is C(C)(=O)NC=1C=CC=2N3C(C=C(C13)C(=O)O)=C(C2CC)C2=CC=C(C=C2)OCC2=CC=CC=C2 (7-Acetylamino-3-(4-benzyloxyphenyl)-4-ethylpyrrolo[2,1,5-cd]indolizine-1-carboxylic Acid). Yield: 93.5%. Reaction SMILES: [C:1]([NH:4][C:5]1[CH:6]=[CH:7][C:8]2[N:9]3[C:13]=1[C:12]([C:14]([O:16]C)=[O:15])=[CH:11][C:10]3=[C:18]([C:22]1[CH:27]=[CH:26][C:25]([O:28][CH2:29][C:30]3[CH:35]=[CH:34][CH:33]=[CH:32][CH:31]=3)=[CH:24][CH:23]=1)[C:19]=2[CH2:20][CH3:21])(=[O:3])[CH3:2].[OH-].[K+]>CO>[C:1]([NH:4][C:5]1[CH:6]=[CH:7][C:8]2[N:9]3[C:13]=1[C:12]([C:14]([OH:16])=[O:15])=[CH:11][C:10]3=[C:18]([C:22]1[CH:23]=[CH:24][C:25]([O:28][CH2:29][C:30]3[CH:31]=[CH:32][CH:33]=[CH:34][CH:35]=3)=[CH:26][CH:27]=1)[C:19]=2[CH2:20][CH3:21])(=[O:3])[CH3:2] |f:1.2|. Procedure: A mixture of methyl 7-acetylamino-3-(4-benzyloxyphenyl)-4-ethylpyrrolo[2,1,5-cd]indolizine-1-carboxylate (17.15 g, 0.0368 mol) and 85% potassium hydroxide (36.4 g, 0.551 mol) in 1700 ml of methanol was refluxed for 16 hours. The mixture was filtered and the precipitate (shown to be starting material) was further refluxed for 48 hours in 800 ml of methanol and 17.4 g of 85% potassium hydroxide. The mixture was filtered and the filtrate was combined with the first filtrate. The resulting mixture w...